This data is from the Open Reaction Database (ORD), a public repository of structured organic reaction records. The task is: describe an organic reaction: reactants, conditions, products, and yield Reactants: C([O-])(O)=O.[Na+] (sodium bicarbonate), OC[C@H](O)[C@@H](O)[C@H](O)[C@H](O)CO (sorbitol), aluminum iso-propoxide. Run in O (water). Reaction conditions: time 2 hour. Product: C([O-])(O)=O.[Na+].OC[C@H](O)[C@@H](O)[C@H](O)[C@H](O)CO (Sodium Bicarbonate Sorbitol). Reaction SMILES: [C:1](=[O:4])([OH:3])[O-:2].[Na+:5].[OH:6][CH2:7][C@@H:8]([C@H:10]([C@@H:12]([C@@H:14]([CH2:16][OH:17])[OH:15])[OH:13])[OH:11])[OH:9]>O>[C:1](=[O:2])([OH:4])[O-:3].[Na+:5].[OH:17][CH2:16][C@@H:14]([C@H:12]([C@@H:10]([C@@H:8]([CH2:7][OH:6])[OH:9])[OH:11])[OH:13])[OH:15] |f:0.1,4.5.6|. Reported procedure: 147 g (1.75 moles) of sodium bicarbonate, 540 g of water, and 390 g of a 70% sorbitol solution (i.e. 273 g of 100% sorbitol and 170 g of water) were mixed. 306 g (1.5 moles) of aluminum iso-propoxide, heated to 100° C., then were added to the mixture and stirred for 2 hours. The resulting precipitate was isolated by vacuum filtration. Roughly half the batch filtered rather well. The filtered liquid and unfiltered solid were recombined to prevent loss of sorbitol, air dried, and then oven dried a... Starting materials: FC1=CC=C(C=C1)N (4-fluoro-phenylamine), ClC=1C=C(C=CC1)N1N=C(N=N1)C(=O)O (2-(3-chloro-phenyl)-2H-tetrazole-5-carboxylic acid). Product: FC1=CC=C(C=C1)N1N=C(N=N1)C(=O)O (2-(4-Fluoro-phenyl)-2H-tetrazole-5-carboxylic acid). Reaction SMILES: [F:1][C:2]1[CH:7]=[CH:6][C:5]([NH2:8])=[CH:4][CH:3]=1.ClC1C=C([N:16]2N=[N:19][C:18]([C:21]([OH:23])=[O:22])=[N:17]2)C=CC=1>>[F:1][C:2]1[CH:7]=[CH:6][C:5]([N:8]2[N:16]=[N:17][C:18]([C:21]([OH:23])=[O:22])=[N:19]2)=[CH:4][CH:3]=1. Procedure details: This intermediate was prepared from 4-fluoro-phenylamine in four steps according to the preparation of 2-(3-chloro-phenyl)-2H-tetrazole-5-carboxylic acid.